This data is from the Open Reaction Database (ORD), a public repository of structured organic reaction records. The task is: describe an organic reaction: reactants, conditions, products, and yield Starting materials: [BH4-].[Na+] (sodium borohydride), FC1=C2CCN=C(C2=CC=C1)C1=CC=C(C=C1)C(F)(F)F (5-fluoro-1-(4-(trifluoromethyl)phenyl)-3,4-dihydroisoquinoline), FC1=C2CCN=C(C2=CC=C1)C1=CC=C(C=C1)C(F)(F)F (5-fluoro-1-(4-(trifluoromethyl)phenyl)-3,4-dihydroisoquinoline), O (water), C([O-])(O)=O.[Na+] (sodium bicarbonate). The solvent is C(C)(=O)OCC (ethyl acetate). Reaction conditions: time 16 hour. Yields the product FC1=C2CCNC(C2=CC=C1)C1=CC=C(C=C1)C(F)(F)F (5-fluoro-1-(4-(trifluoromethyl)phenyl)-1,2,3,4-tetrahydroisoquinoline). Reaction SMILES: [BH4-].[Na+].O.C(=O)(O)[O-].[Na+].[F:9][C:10]1[CH:19]=[CH:18][CH:17]=[C:16]2[C:11]=1[CH2:12][CH2:13][N:14]=[C:15]2[C:20]1[CH:25]=[CH:24][C:23]([C:26]([F:29])([F:28])[F:27])=[CH:22][CH:21]=1>C(OCC)(=O)C>[F:9][C:10]1[CH:19]=[CH:18][CH:17]=[C:16]2[C:11]=1[CH2:12][CH2:13][NH:14][CH:15]2[C:20]1[CH:25]=[CH:24][C:23]([C:26]([F:27])([F:28])[F:29])=[CH:22][CH:21]=1 |f:0.1,3.4|. Reported procedure: A solution of 5-fluoro-1-(4-(trifluoromethyl)phenyl)-3,4-dihydroisoquinoline (1.9 g, 6.6 mmol) in methanol (40 mL) from step 2 was cooled to 0° C. and sodium borohydride (0.6 g, 17 mmol) was added in small portions over 5 min and the reaction mixture was stirred at RT for 16 h. The reaction was quenched with ethyl acetate (20 mL) and concentrated to yield a reddish-yellow residue which was taken up in ethyl acetate (100 mL), water (30 mL), and saturated sodium bicarbonate (30 mL). After stirring... Starting materials: CCN=C=O, ClC(Cl)Cl, CN1CCC(c2c[nH]c3ccc(N)cc23)CC1. Yields the product CCNC(=O)Nc1ccc2[nH]cc(C3CCN(C)CC3)c2c1. Reaction SMILES: [CH2:18]([CH3:19])[N:20]=[C:21]=[O:22].[CH:23]([Cl:24])([Cl:25])[Cl:26].[NH2:1][c:2]1[cH:3][c:4]2[c:5]([CH:11]3[CH2:12][CH2:13][N:14]([CH3:17])[CH2:15][CH2:16]3)[cH:6][nH:7][c:8]2[cH:9][cH:10]1>>[NH:1]([c:2]1[cH:3][c:4]2[c:5]([CH:11]3[CH2:12][CH2:13][N:14]([CH3:17])[CH2:15][CH2:16]3)[cH:6][nH:7][c:8]2[cH:9][cH:10]1)[C:21]([NH:20][CH2:18][CH3:19])=[O:22].